describe an organic reaction: reactants, conditions, products, and yield From a dataset of the Open Reaction Database (ORD), a public repository of structured organic reaction records. Reactants: CC#N, O=C(Cl)c1c(Cl)cccc1Cl, F. The product is O=C(F)c1c(Cl)cccc1Cl. Reaction SMILES: [CH3:13][C:14]#[N:15].[Cl:2][c:3]1[c:4]([C:5](=[O:6])[Cl:7])[c:8]([Cl:12])[cH:9][cH:10][cH:11]1.[FH:1]>>[F:1][C:5]([c:4]1[c:3]([Cl:2])[cH:11][cH:10][cH:9][c:8]1[Cl:12])=[O:6]. The reactants are CC(=O)O[BH-](OC(C)=O)OC(C)=O, C1CCNCC1, C1CCOC1, Cc1c(NC(=O)c2ccc(F)cc2)cccc1-c1ccc(C(N)=O)c2[nH]c3cc(C=O)ccc3c12, [Na+], O. Product: Cc1c(NC(=O)c2ccc(F)cc2)cccc1-c1ccc(C(N)=O)c2[nH]c3cc(CN4CCCCC4)ccc3c12. Reaction SMILES: [C:42]([O:43][BH-:44]([O:45][C:46](=[O:47])[CH3:48])[O:49][C:50](=[O:51])[CH3:52])(=[O:53])[CH3:54].[CH2:36]1[CH2:37][CH2:38][NH:39][CH2:40][CH2:41]1.[CH2:56]1[O:57][CH2:58][CH2:59][CH2:60]1.[F:1][c:2]1[cH:3][cH:4][c:5]([C:6](=[O:7])[NH:8][c:9]2[c:10]([CH3:33])[c:11](-[c:15]3[cH:16][cH:17][c:18]([C:30](=[O:31])[NH2:32])[c:19]4[nH:20][c:21]5[cH:22][c:23]([CH:28]=[O:29])[cH:24][cH:25][c:26]5[c:27]34)[cH:12][cH:13][cH:14]2)[cH:34][cH:35]1.[Na+:55].[OH2:61]>>[F:1][c:2]1[cH:3][cH:4][c:5]([C:6](=[O:7])[NH:8][c:9]2[c:10]([CH3:33])[c:11](-[c:15]3[cH:16][cH:17][c:18]([C:30](=[O:31])[NH2:32])[c:19]4[nH:20][c:21]5[cH:22][c:23]([CH2:28][N:39]6[CH2:38][CH2:37][CH2:36][CH2:41][CH2:40]6)[cH:24][cH:25][c:26]5[c:27]34)[cH:12][cH:13][cH:14]2)[cH:34][cH:35]1. Reactants: C1COCCO1, Cl, O=N[O-], Nc1c(Cl)cc(OC(F)(F)F)cc1C(=O)O, [Na+], O, OP(O)P(O)O. Product: O=C(O)c1cc(Cl)cc(OC(F)(F)F)c1. As a reaction SMILES: [CH2:28]1[O:29][CH2:30][CH2:31][O:32][CH2:33]1.[ClH:17].[N:18]([O-:19])=[O:20].[NH2:1][c:2]1[c:3]([C:4](=[O:5])[OH:6])[cH:7][c:8]([O:12][C:13]([F:14])([F:15])[F:16])[cH:9][c:10]1[Cl:11].[Na+:21].[OH2:34].[P:22]([P:23]([OH:24])[OH:25])([OH:26])[OH:27]>>[cH:2]1[c:3]([C:4](=[O:5])[OH:6])[cH:7][c:8]([O:12][C:13]([F:14])([F:15])[F:16])[cH:9][c:10]1[Cl:11]. The reactants are N(=O)[O-].[Na+] (sodium nitrite), NC1=C(C=CC=C1)C=CC1=C(C(=O)OCC)C=CC=C1 (ethyl 2-[2-(2-aminophenyl)ethenyl]benzoate), Cl (hydrochloric acid), resultant mixture. Reagents/catalysts: S(=O)(=O)([O-])[O-].[Cu+2] (copper sulfate). Solvent: O (water), C(C)(=O)O (acetic acid), O (water), C(C)(=O)O (acetic acid), O (water). Yields the product C1(=CC=CC=2C3=CC=CC=C3CCC12)C(=O)OCC (ethyl 9,10-dihydrophenanthrene-1-carboxylate). The yield is 43.6%. Reaction SMILES: N[C:2]1[CH:7]=[CH:6][CH:5]=[CH:4][C:3]=1[CH:8]=[CH:9][C:10]1[CH:20]=[CH:19][CH:18]=[CH:17][C:11]=1[C:12]([O:14][CH2:15][CH3:16])=[O:13].Cl.N([O-])=O.[Na+]>C(O)(=O)C.O.S([O-])([O-])(=O)=O.[Cu+2]>[C:11]1([C:12]([O:14][CH2:15][CH3:16])=[O:13])[C:10]2[CH2:9][CH2:8][C:3]3[C:4](=[CH:5][CH:6]=[CH:7][CH:2]=3)[C:20]=2[CH:19]=[CH:18][CH:17]=1 |f:2.3,6.7|. Procedure details: To a stirred solution of ethyl 2-[2-(2-aminophenyl)ethenyl]benzoate (13.5 grams, 0.05 mole) in warm glacial acetic acid (75 ml) was added a solution of concentrated hydrochloric acid (12 ml) in water (10 ml). The mixture was cooled to 0°, and during a 20 minute period a solution of sodium nitrite (3.7 grams, 0.054 mole) in water (30 ml) was added. The resultant mixture was stirred at 0°-5° for three hours. During a 90 minute period the mixture was added to a refluxing solution of copper sulfate ... Starting materials: N[C@H]1[C@H](OC2=C(N(C1=O)CC(=O)OC)C=CC=C2)C2=CC=CC=C2 (methyl [(2R,3S)-3-amino-4-oxo-2-phenyl-3,4-dihydro-1,5-benzoxazepin-5(2H)-yl]acetate), FC=1C=C(C=C(C1)F)CC(=O)N[C@@H](C)C(=O)O (N-[(3,5-Difluorophenyl)acetyl]-L-alanine), C=1C=CC2=C(C1)N=NN2O (HOBt), CN1CCOCC1 (NMM), CCN=C=NCCCN(C)C.Cl (EDAC-HCl). The solvent is ClCCl (dichloromethane). Run at time 48 hour. The product is FC=1C=C(C=C(C1)F)CC(=O)N[C@@H](C)C(=O)N[C@H]1[C@H](OC2=C(N(C1=O)CC(=O)OC)C=CC=C2)C2=CC=CC=C2 (Methyl [(2R,3S)-3-(N-[(3,5-difluorophenyl)acetyl]-L-alanylamino)-4-oxo-2-phenyl-3,4dihydro-1,5-benzoxazepin-5(2H)-yl]-acetate). The yield is 84.3%. RXN SMILES: [NH2:1][C@@H:2]1[C:8](=[O:9])[N:7]([CH2:10][C:11]([O:13][CH3:14])=[O:12])[C:6]2[CH:15]=[CH:16][CH:17]=[CH:18][C:5]=2[O:4][C@@H:3]1[C:19]1[CH:24]=[CH:23][CH:22]=[CH:21][CH:20]=1.[F:25][C:26]1[CH:27]=[C:28]([CH2:33][C:34]([NH:36][C@H:37]([C:39](O)=[O:40])[CH3:38])=[O:35])[CH:29]=[C:30]([F:32])[CH:31]=1.C1C=CC2N(O)N=NC=2C=1.CN1CCOCC1.CCN=C=NCCCN(C)C.Cl>ClCCl>[F:25][C:26]1[CH:27]=[C:28]([CH2:33][C:34]([NH:36][C@H:37]([C:39]([NH:1][C@@H:2]2[C:8](=[O:9])[N:7]([CH2:10][C:11]([O:13][CH3:14])=[O:12])[C:6]3[CH:15]=[CH:16][CH:17]=[CH:18][C:5]=3[O:4][C@@H:3]2[C:19]2[CH:24]=[CH:23][CH:22]=[CH:21][CH:20]=2)=[O:40])[CH3:38])=[O:35])[CH:29]=[C:30]([F:32])[CH:31]=1 |f:4.5|. Procedure: To a stirred solution of methyl [(2R,3S)-3-amino-4-oxo-2-phenyl-3,4-dihydro-1,5-benzoxazepin-5(2H)-yl]acetate (70b) (130 mg, 0.398 mmol) in dichloromethane (4 mL) was added N-[(3,5-difluorophenyl)acetyl]-L-alanine (1e) (125 mg, 0.514 mmol), HOBt (71 mg, 0.525 mmol), NMM (53 mg, 0.525 mmol) and EDAC-HCl (100 mg, 0.522 mmol). After stirring at ambient temperature under nitrogen for 48 h the solvent was evaporated and the residue partitioned between ethyl acetate and saturated aqueous sodium bicarb... As a reaction SMILES: C[O:2][C:3]1[CH:4]=[CH:5][C:6]2[S:12][C:11]3[CH:13]=[CH:14][C:15]([CH:17]([CH3:21])[C:18](N)=[O:19])=[CH:16][C:10]=3[C:9](=[O:22])[CH2:8][C:7]=2[CH:23]=1.Br.C(O)(=[O:27])C>CCCCCC>[OH:2][C:3]1[CH:4]=[CH:5][C:6]2[S:12][C:11]3[CH:13]=[CH:14][C:15]([CH:17]([CH3:21])[C:18]([OH:19])=[O:27])=[CH:16][C:10]=3[C:9](=[O:22])[CH2:8][C:7]=2[CH:23]=1. The product is OC=1C=CC2=C(CC(C3=C(S2)C=CC(=C3)C(C(=O)O)C)=O)C1 (2-(10,11-dihydro-8-hydroxy-11-oxodibenzo[b,f]thiepin-2-yl)-propionic acid). The reactants are COC=1C=CC2=C(CC(C3=C(S2)C=CC(=C3)C(C(=O)N)C)=O)C1 (2-(10,11-dihydro-8-methoxy-11-oxodibenzo[b,f]thiepin-2-yl)-propionamide), Br (hydrobromic acid), C(C)(=O)O (acetic acid). Reaction conditions: time 3 hour. Yield: 82.0%. Solvent: CCCCCC (n-hexane). Reported procedure: A mixture of 130 mg of 2-(10,11-dihydro-8-methoxy-11-oxodibenzo[b,f]thiepin-2-yl)-propionamide, 20 ml of hydrobromic acid and 8 ml of acetic acid was refluxed with stirring for 3 hours. The solvent was distilled off to obtain a residue, which was extracted with chloroform. The extract was washed with a saturated sodium chloride solution and dried over anhydrous sodium sulfate. The solvent was distilled off to obtain crude crystals, which were recrystallized from ethyl acetate--n-hexane to obtain... The reactants are Br.C(C1=CC=CC=C1)N1CC2=CC(=C(C=C2C1)O)O (N-benzyl-5,6-dihydroxyisoindoline hydrobromide), N (ammonia). The solvent is CO (methanol). Product: C(C1=CC=CC=C1)N1CC2=CC(=C(C=C2C1)O)O (N-benzyl-5,6-dihydroxyisoindoline). Reaction SMILES: Br.[CH2:2]([N:9]1[CH2:17][C:16]2[C:11](=[CH:12][C:13]([OH:19])=[C:14]([OH:18])[CH:15]=2)[CH2:10]1)[C:3]1[CH:8]=[CH:7][CH:6]=[CH:5][CH:4]=1.N>CO>[CH2:2]([N:9]1[CH2:10][C:11]2[C:16](=[CH:15][C:14]([OH:18])=[C:13]([OH:19])[CH:12]=2)[CH2:17]1)[C:3]1[CH:4]=[CH:5][CH:6]=[CH:7][CH:8]=1 |f:0.1|. Procedure: 1.0 g (3.1 mmol) of N-benzyl-5,6-dihydroxyisoindoline hydrobromide was dissolved in 40 ml of a 50% methanol aqueous solution, and the solution was adjusted to pH 8.0 with 8% aqueous ammonia. The precipitated crystals were collected by filtration and washed with 5 ml of cold water and 5 ml of cold acetone to obtain 640 mg of the above identified compound. Procedure details: Using 4-(1,1-dioxo-1λ6-isothiazolidin-2-ylmethyl)benzoic acid (268 mg) described in Preparation Example 18 and (piperidin-4-yl)(p-tolyl)methanone hydrochloride (252 mg) and by the reaction and treatment in the same manner as in Example 86, the title compound (235 mg) was obtained. Isolated yield 50.8%. RXN SMILES: [O:1]=[S:2]1(=[O:17])[CH2:6][CH2:5][CH2:4][N:3]1[CH2:7][C:8]1[CH:16]=[CH:15][C:11]([C:12]([OH:14])=O)=[CH:10][CH:9]=1.Cl.[NH:19]1[CH2:24][CH2:23][CH:22]([C:25]([C:27]2[CH:32]=[CH:31][C:30]([CH3:33])=[CH:29][CH:28]=2)=[O:26])[CH2:21][CH2:20]1>>[O:17]=[S:2]1(=[O:1])[CH2:6][CH2:5][CH2:4][N:3]1[CH2:7][C:8]1[CH:9]=[CH:10][C:11]([C:12]([N:19]2[CH2:24][CH2:23][CH:22]([C:25](=[O:26])[C:27]3[CH:28]=[CH:29][C:30]([CH3:33])=[CH:31][CH:32]=3)[CH2:21][CH2:20]2)=[O:14])=[CH:15][CH:16]=1 |f:1.2|. Product: O=S1(N(CCC1)CC1=CC=C(C=C1)C(=O)N1CCC(CC1)C(C1=CC=C(C=C1)C)=O)=O ([4-(1,1-dioxo-1λ6-isothiazolidin-2-ylmethyl)phenyl][4-(4-methylbenzoyl)piperidin-1-yl]methanone). The reactants are O=S1(N(CCC1)CC1=CC=C(C(=O)O)C=C1)=O (4-(1,1-dioxo-1λ6-isothiazolidin-2-ylmethyl)benzoic acid), Cl.N1CCC(CC1)C(=O)C1=CC=C(C=C1)C ((piperidin-4-yl)(p-tolyl)methanone hydrochloride). The reactants are BrC=1C=C(C(O)C2=NC=CC=C2OCOC)C=CC1 (2-(3-bromo-α-hydroxybenzyl)-3-methoxymethoxy pyridine), ClC1=CC(=CC=C1)C(=O)OO (m-chloro-perbenzoic acid), S(=O)([O-])[O-].[Na+].[Na+] (sodium sulfite). Solvent: O1CCCC1 (tetrahydrofuran). Reaction conditions: time 8 hour. Yields the product BrC=1C=C(C(O)C2=[N+](C=CC=C2OCOC)[O-])C=CC1 (2-(3-bromo-α-hydroxybenzyl)-3-methoxymethoxypyridine 1-oxide). The yield is 93.9%. RXN SMILES: [Br:1][C:2]1[CH:3]=[C:4]([CH:17]=[CH:18][CH:19]=1)[CH:5]([C:7]1[C:12]([O:13][CH2:14][O:15][CH3:16])=[CH:11][CH:10]=[CH:9][N:8]=1)[OH:6].ClC1C=CC=C(C(OO)=[O:28])C=1.S([O-])([O-])=O.[Na+].[Na+]>O1CCCC1>[Br:1][C:2]1[CH:3]=[C:4]([CH:17]=[CH:18][CH:19]=1)[CH:5]([C:7]1[C:12]([O:13][CH2:14][O:15][CH3:16])=[CH:11][CH:10]=[CH:9][N+:8]=1[O-:28])[OH:6] |f:2.3.4|. Procedure details: A mixture of 2-(3-bromo-α-hydroxybenzyl)-3-methoxymethoxy pyridine (4.65 g), 70% m-chloro-perbenzoic acid (7.10 g) and tetrahydrofuran (200 mL) was stirred overnight at room temperature, to which was poured an aqueous solution of sodium sulfite. The mixture was stirred for 30 minutes, and then subjected to extraction with ethyl acetate. The extract was washed with water and a saturated aqueous saline solution, successively, and dried (sodium sulfate) and then concentrated. The concentrate was pu... Reactants: CC#N, COc1cc(NC(=O)N2CCCC2)c(S(C)=O)cc1OC, Cc1cc(C)c(S(=O)(=O)ON)c(C)c1. Yields the product COc1cc(NC(=O)N2CCCC2)c(S(C)(=N)=O)cc1OC. As a reaction SMILES: [CH3:36][C:37]#[N:38].[N:1]1([C:6](=[O:7])[NH:8][c:9]2[c:10]([S:19](=[O:20])[CH3:21])[cH:11][c:12]([O:17][CH3:18])[c:13]([O:15][CH3:16])[cH:14]2)[CH2:2][CH2:3][CH2:4][CH2:5]1.[c:22]1([CH3:23])[cH:24][c:25]([CH3:26])[cH:27][c:28]([CH3:29])[c:30]1[S:31]([O:32][NH2:34])(=[O:33])=[O:35]>>[N:1]1([C:6](=[O:7])[NH:8][c:9]2[c:10]([S:19](=[O:20])([CH3:21])=[NH:34])[cH:11][c:12]([O:17][CH3:18])[c:13]([O:15][CH3:16])[cH:14]2)[CH2:2][CH2:3][CH2:4][CH2:5]1.